Dataset: the Open Reaction Database (ORD), a public repository of structured organic reaction records. Task: describe an organic reaction: reactants, conditions, products, and yield Starting materials: COCCl, CN(C)C=O, [H-], [Na+], Cc1c(C)c2c(c(C)c1O)CCC(C)(CO)O2, c1ccccc1. The product is COCOc1c(C)c(C)c2c(c1C)CCC(C)(CO)O2. As a reaction SMILES: [CH3:20][O:21][CH2:22][Cl:23].[CH3:24][N:25]([CH3:26])[CH:27]=[O:28].[H-:18].[Na+:19].[OH:1][c:2]1[c:3]([CH3:17])[c:4]2[c:9]([c:10]([CH3:13])[c:11]1[CH3:12])[O:8][C:7]([CH3:14])([CH2:15][OH:16])[CH2:6][CH2:5]2.[cH:29]1[cH:30][cH:31][cH:32][cH:33][cH:34]1>>[O:1]([c:2]1[c:3]([CH3:17])[c:4]2[c:9]([c:10]([CH3:13])[c:11]1[CH3:12])[O:8][C:7]([CH3:14])([CH2:15][OH:16])[CH2:6][CH2:5]2)[CH2:22][O:21][CH3:20]. Starting materials: [BH4-], CO, CCCCCC(=O)CCCCC, [Na+]. Product: CCCCCC(O)CCCCC. RXN SMILES: [BH4-:1].[CH3:15][OH:16].[CH3:3][CH2:4][CH2:5][CH2:6][CH2:7][C:8]([CH2:9][CH2:10][CH2:11][CH2:12][CH3:13])=[O:14].[Na+:2]>>[CH3:3][CH2:4][CH2:5][CH2:6][CH2:7][CH:8]([CH2:9][CH2:10][CH2:11][CH2:12][CH3:13])[OH:14].